Dataset: the Open Reaction Database (ORD), a public repository of structured organic reaction records. Task: describe an organic reaction: reactants, conditions, products, and yield The reactants are Cl.FC1=C(C=CC=C1)CC(=O)C1(CCNCC1)C (2-(2-fluorophenyl)-1-(4-methylpiperidin-4-yl)ethanone hydrochloride), C(C)(C)(C)OC=1C(=NC=CN1)C=O (3-tert-butoxypyrazine-2-carboxaldehyde), C(C)(=O)O[BH-](OC(C)=O)OC(C)=O.[Na+] (sodium triacetoxyborohydride). Solvent: ClCCl (dichloromethane), C(C)(=O)OCC (ethyl acetate), C([O-])(O)=O.[Na+] (sodium bicarbonate). Reaction conditions: time 8 hour. The product is C(C)(C)(C)OC=1C(=NC=CN1)CN1CCC(CC1)(C)C(CC1=C(C=CC=C1)F)=O (1-[1-(3-tert-Butoxy-2-pyrazinylmethyl)-4-methylpiperidin-4-yl]-2-(2-fluorophenyl)ethanone). Yield: 72.9%. Reaction SMILES: Cl.[F:2][C:3]1[CH:8]=[CH:7][CH:6]=[CH:5][C:4]=1[CH2:9][C:10]([C:12]1([CH3:18])[CH2:17][CH2:16][NH:15][CH2:14][CH2:13]1)=[O:11].[C:19]([O:23][C:24]1[C:25]([CH:30]=O)=[N:26][CH:27]=[CH:28][N:29]=1)([CH3:22])([CH3:21])[CH3:20].C(O[BH-](OC(=O)C)OC(=O)C)(=O)C.[Na+]>ClCCl.C(OCC)(=O)C.C(=O)(O)[O-].[Na+]>[C:19]([O:23][C:24]1[C:25]([CH2:30][N:15]2[CH2:14][CH2:13][C:12]([C:10](=[O:11])[CH2:9][C:4]3[CH:5]=[CH:6][CH:7]=[CH:8][C:3]=3[F:2])([CH3:18])[CH2:17][CH2:16]2)=[N:26][CH:27]=[CH:28][N:29]=1)([CH3:22])([CH3:21])[CH3:20] |f:0.1,3.4,7.8|. Reported procedure: After suspending 126 mg of 2-(2-fluorophenyl)-1-(4-methylpiperidin-4-yl)ethanone hydrochloride in 3 ml of dichloromethane, 100 mg of 3-tert-butoxypyrazine-2-carboxaldehyde and 146 mg of sodium triacetoxyborohydride were added and the mixture was stirred overnight at room temperature. The reaction mixture was diluted with ethyl acetate, saturated aqueous sodium bicarbonate solution was added and extraction was performed with ethyl acetate. The organic layer was washed with saturated brine and dri... The reactants are BrBr (Br2), C(C)(=O)C=1C=C(C#N)C=CC1 (3-acetylbenzonitrile), O (Water). Run in CCOCC (Et2O). Conditions: time 4 hour. The product is BrCC(=O)C=1C=C(C#N)C=CC1 (3-(2-bromoacetyl)benzonitrile). RXN SMILES: [Br:1]Br.[C:3]([C:6]1[CH:7]=[C:8]([CH:11]=[CH:12][CH:13]=1)[C:9]#[N:10])(=[O:5])[CH3:4].O>CCOCC>[Br:1][CH2:4][C:3]([C:6]1[CH:7]=[C:8]([CH:11]=[CH:12][CH:13]=1)[C:9]#[N:10])=[O:5]. Reported procedure: Br2 (1 mmol) was dropwise added to a solution of 3-acetylbenzonitrile (1 mmol) in Et2O (15 ml) at 0° C., and then the mixture was stirred at r.t. for 4 h. Water was added, and the mixture was extracted with EtOAc. The organic layer was dried over Na2SO4, and was concentrated to give an oil, i.e., 3-(2-bromoacetyl)benzonitrile, which was directly used for the next step without purification. Starting materials: C1(=CC=CC=C1)C=1N=C(SC1)NCCC1=CC=CC=C1 (4-phenyl-N-(2-phenylethyl)-1,3-thiazole-2-amine), [H-].[Na+] (sodium hydride), ClCC=1C=C(C=O)C=CC1OCC(C)C (3-(chloromethyl)-4-isobutoxybenzaldehyde), [I-].[Na+] (sodium iodide). Run in CN(C=O)C (N,N-dimethylformamide), C(C)(=O)OCC (ethyl acetate). Run at temperature 0 celsius. Yields the product C(C(C)C)OC1=C(C=C(C=O)C=C1)CN(C=1SC=C(N1)C1=CC=CC=C1)CCC1=CC=CC=C1 (4-isobutoxy-3-{[(2-phenylethyl)(4-phenyl-1,3-thiazol-2-yl)amino]methyl}benzaldehyde). The yield is 98.3%. Reaction SMILES: [C:1]1([C:7]2[N:8]=[C:9]([NH:12][CH2:13][CH2:14][C:15]3[CH:20]=[CH:19][CH:18]=[CH:17][CH:16]=3)[S:10][CH:11]=2)[CH:6]=[CH:5][CH:4]=[CH:3][CH:2]=1.[H-].[Na+].Cl[CH2:24][C:25]1[CH:26]=[C:27]([CH:30]=[CH:31][C:32]=1[O:33][CH2:34][CH:35]([CH3:37])[CH3:36])[CH:28]=[O:29].[I-].[Na+]>CN(C)C=O.C(OCC)(=O)C>[CH2:34]([O:33][C:32]1[CH:31]=[CH:30][C:27]([CH:28]=[O:29])=[CH:26][C:25]=1[CH2:24][N:12]([CH2:13][CH2:14][C:15]1[CH:16]=[CH:17][CH:18]=[CH:19][CH:20]=1)[C:9]1[S:10][CH:11]=[C:7]([C:1]2[CH:6]=[CH:5][CH:4]=[CH:3][CH:2]=2)[N:8]=1)[CH:35]([CH3:37])[CH3:36] |f:1.2,4.5|. Procedure: To a solution of 4-phenyl-N-(2-phenylethyl)-1,3-thiazole-2-amine (0.95 g, 3.40 mmol) in N,N-dimethylformamide (7 mL) was added sodium hydride (60% in oil, 0.14 g, 3.40 mmol) under stirring at 0° C., and the mixture was stirred at the same temperature for 5 min. Then, 3-(chloromethyl)-4-isobutoxybenzaldehyde (0.70 g, 3.09 mmol) and sodium iodide (0.51 g, 3.40 mmol) were added to the reaction mixture, and the mixture was stirred at room temperature for 16 hr. The reaction mixture was diluted with ... Reaction SMILES: [C:1]([CH3:2])(=[O:3])[N:4]1[CH2:5][c:6]2[cH:7][cH:8][cH:9][cH:10][c:11]2[C:12]2([CH2:13]1)[CH2:14][CH2:15][N:16]([CH:19]1[CH2:20][CH2:21][C:22](=[O:25])[CH2:23][CH2:24]1)[CH2:17][CH2:18]2.[CH2:27]([CH3:28])[O:29][NH2:30].[ClH:26].[cH:31]1[cH:32][cH:33][n:34][cH:35][cH:36]1>>[C:1]([CH3:2])(=[O:3])[N:4]1[CH2:5][c:6]2[cH:7][cH:8][cH:9][cH:10][c:11]2[C:12]2([CH2:13]1)[CH2:14][CH2:15][N:16]([CH:19]1[CH2:20][CH2:21][C:22](=[N:30][O:29][CH2:27][CH3:28])[CH2:23][CH2:24]1)[CH2:17][CH2:18]2. Yields the product CCON=C1CCC(N2CCC3(CC2)CN(C(C)=O)Cc2ccccc23)CC1. The reactants are CC(=O)N1Cc2ccccc2C2(CCN(C3CCC(=O)CC3)CC2)C1, CCON, Cl, c1ccncc1.